From a dataset of the Open Reaction Database (ORD), a public repository of structured organic reaction records. describe an organic reaction: reactants, conditions, products, and yield The reactants are CSc1ccc(CCN2CCNCC2)cc1, CNc1ccc(C(=O)O)cc1, CN(C)C=O. Product: CNc1ccc(C(=O)N2CCN(CCc3ccc(SC)cc3)CC2)cc1. RXN SMILES: [CH3:12][S:13][c:14]1[cH:15][cH:16][c:17]([CH2:20][CH2:21][N:22]2[CH2:23][CH2:24][NH:25][CH2:26][CH2:27]2)[cH:18][cH:19]1.[CH3:1][NH:2][c:3]1[cH:4][cH:5][c:6]([C:7](=[O:8])[OH:9])[cH:10][cH:11]1.[CH3:28][N:29]([CH3:30])[CH:31]=[O:32]>>[CH3:1][NH:2][c:3]1[cH:4][cH:5][c:6]([C:7](=[O:9])[N:25]2[CH2:24][CH2:23][N:22]([CH2:21][CH2:20][c:17]3[cH:16][cH:15][c:14]([S:13][CH3:12])[cH:19][cH:18]3)[CH2:27][CH2:26]2)[cH:10][cH:11]1. Starting materials: C(C)OC(=O)C=1N=CC=2NC3=CC=CC(=C3C2C1C)COCC (5-Ethoxymethyl-4-methyl-beta-carboline-3-carboxylic acid ethyl ester), [H][H] (hydrogen). The reagents and catalysts are [C].[Pd] (palladium carbon). The solvent is C(C)O (ethanol). Reaction conditions: time 2 hour. Yields the product C(C)OC(=O)C=1N=CC=2NC=3CCCC(C3C2C1C)COCC (5, 6,7,8-Tetrahydro-5-ethoxymethyl-4-methyl-beta-carboline-3-carboxylic acid ethyl ester). Reaction SMILES: [CH2:1]([O:3][C:4]([C:6]1[N:7]=[CH:8][C:9]2[NH:10][C:11]3[C:16]([C:17]=2[C:18]=1[CH3:19])=[C:15]([CH2:20][O:21][CH2:22][CH3:23])[CH:14]=[CH:13][CH:12]=3)=[O:5])[CH3:2].[H][H]>C(O)C.[C].[Pd]>[CH2:1]([O:3][C:4]([C:6]1[N:7]=[CH:8][C:9]2[NH:10][C:11]3[CH2:12][CH2:13][CH2:14][CH:15]([CH2:20][O:21][CH2:22][CH3:23])[C:16]=3[C:17]=2[C:18]=1[CH3:19])=[O:5])[CH3:2] |f:3.4|. Procedure details: 5-Ethoxymethyl-4-methyl-beta-carboline-3-carboxylic acid ethyl ester (1 g) is shaken in ethanol (80 ml) with 10% palladium carbon (0.3 g) at a hydrogen pressure of 40 bars and a temperature of 70° C. for 2 hours. After filtering off of the catalyst, the reaction solution is evaporated, the residue is crystallized by treatment with a mixture of acetic acid and ethanol. The yield in 5,6,7,8-tetrahydro-5-ethoxymethyl-4-methyl-beta-carboline-3-carboxylic acid ethyl ester is 0.66 g. Reactants: CC(N)C(=O)OCc1ccccc1, CC(C)CC(N)C(=O)OCc1ccccc1, COC(=O)CC(C)C(=O)NC(CC(C)C)C(=O)O. The product is CC(C)CC(NC(=O)C(C)CC(=O)O)C(=O)O. Reaction SMILES: [CH2:17]([O:18][C:19](=[O:20])[CH:21]([CH3:22])[NH2:23])[c:24]1[cH:25][cH:26][cH:27][cH:28][cH:29]1.[CH2:1]([O:2][C:3](=[O:4])[CH:5]([CH2:6][CH:7]([CH3:8])[CH3:9])[NH2:10])[c:11]1[cH:12][cH:13][cH:14][cH:15][cH:16]1.[CH3:30][O:31][C:32](=[O:33])[CH2:34][CH:35]([C:36](=[O:37])[NH:38][CH:39]([CH2:40][CH:41]([CH3:42])[CH3:43])[C:44](=[O:45])[OH:46])[CH3:47]>>[O:31]=[C:32]([OH:33])[CH2:34][CH:35]([C:36](=[O:37])[NH:38][CH:39]([CH2:40][CH:41]([CH3:42])[CH3:43])[C:44](=[O:45])[OH:46])[CH3:47].